Dataset: the Open Reaction Database (ORD), a public repository of structured organic reaction records. Task: describe an organic reaction: reactants, conditions, products, and yield Reactants: C(C)OC(=O)C=1NC2=C(C(=CC=C2C1)C)Br (7-bromo-6-methyl-1H-indole-2-carboxylic acid ethyl ester), C(C)(C)(C)OC(=O)N1S(O[C@H](C1)C)(=O)=O ((S)-5-methyl-2,2-dioxo-[1,2,3]oxathiazolidine-3-carboxylic acid tert-butyl ester). Product: C(C)OC(=O)C=1N(C2=C(C(=CC=C2C1)C)Br)[C@@H](CNC(=O)OC(C)(C)C)C ((R)-7-Bromo-1-(2-tert-butoxycarbonylamino-1-methyl-ethyl)-6-methyl-1H-indole-2-carboxylic acid ethyl ester). RXN SMILES: [CH2:1]([O:3][C:4]([C:6]1[NH:7][C:8]2[C:13]([CH:14]=1)=[CH:12][CH:11]=[C:10]([CH3:15])[C:9]=2[Br:16])=[O:5])[CH3:2].[C:17]([O:21][C:22]([N:24]1[CH2:28][C@H:27]([CH3:29])OS1(=O)=O)=[O:23])([CH3:20])([CH3:19])[CH3:18]>>[CH2:1]([O:3][C:4]([C:6]1[N:7]([C@H:27]([CH3:29])[CH2:28][NH:24][C:22]([O:21][C:17]([CH3:20])([CH3:19])[CH3:18])=[O:23])[C:8]2[C:13]([CH:14]=1)=[CH:12][CH:11]=[C:10]([CH3:15])[C:9]=2[Br:16])=[O:5])[CH3:2]. Procedure: The title compound, ISP-MS: m/e=439.1 and 441.3 (M+), was prepared in accordance with the general method of example 12b) from 7-bromo-6-methyl-1H-indole-2-carboxylic acid ethyl ester and (S)-5-methyl-2,2-dioxo-[1,2,3]oxathiazolidine-3-carboxylic acid tert-butyl ester.